Dataset: the Open Reaction Database (ORD), a public repository of structured organic reaction records. Task: describe an organic reaction: reactants, conditions, products, and yield The reactants are mixture, ice water, Cl (hydrochloric acid), COC(=O)C=1NC2=C(C=CC=C2C1)OC (7-methoxyindole--2carboxylic acid methyl ester), [Cl-].[Al+3].[Cl-].[Cl-] (aluminum chloride), BrCC(=O)Br (bromoacetyl bromide). Run in ClCCl (dichloromethane). The product is COC(=O)C=1NC2=C(C=CC(=C2C1)C(CBr)=O)OC (4-bromoacetyl-7-methoxyindole-2-carboxylic acid methyl ester). As a reaction SMILES: [CH3:1][O:2][C:3]([C:5]1[NH:6][C:7]2[C:12]([CH:13]=1)=[CH:11][CH:10]=[CH:9][C:8]=2[O:14][CH3:15])=[O:4].[Cl-].[Al+3].[Cl-].[Cl-].[Br:20][CH2:21][C:22](Br)=[O:23].Cl>ClCCl>[CH3:1][O:2][C:3]([C:5]1[NH:6][C:7]2[C:12]([CH:13]=1)=[C:11]([C:22](=[O:23])[CH2:21][Br:20])[CH:10]=[CH:9][C:8]=2[O:14][CH3:15])=[O:4] |f:1.2.3.4|. Procedure: A-2. A solution of 1.02 g of 7-methoxyindole--2carboxylic acid methyl ester in 25 ml of dichloromethane is combined with 2 g of aluminum chloride and 0.65 ml of bromoacetyl bromide and the mixture is heated for 3 hours under reflux. The reaction mixture is allowed to cool and poured into 100 ml of a mixture of equal parts of ice water and concentrated hydrochloric acid. The organic phase is separated, concentrated to dryness under vacuum, and recrystallization from acetonitrile yields 650 mg of ... Starting materials: CCOCC(O)C(=O)Nc1ccc(C#N)cn1, C1CCOC1, FC(F)(F)c1ccccc1-n1ncc2c(Cl)ncnc21, [H-], [Na+], O=C(O)CC(O)(CC(=O)O)C(=O)O. Product: CCOCC(Oc1ncnc2c1cnn2-c1ccccc1C(F)(F)F)C(=O)Nc1ccc(C#N)cn1. As a reaction SMILES: [C:3](#[N:4])[c:5]1[cH:6][cH:7][c:8]([NH:11][C:12]([CH:13]([CH2:14][O:15][CH2:16][CH3:17])[OH:18])=[O:19])[n:9][cH:10]1.[CH2:53]1[O:54][CH2:55][CH2:56][CH2:57]1.[Cl:20][c:21]1[c:22]2[c:23]([n:24][cH:25][n:26]1)[n:27](-[c:30]1[c:31]([C:36]([F:37])([F:38])[F:39])[cH:32][cH:33][cH:34][cH:35]1)[n:28][cH:29]2.[H-:1].[Na+:2].[OH:40][C:41]([CH2:42][C:43]([C:44](=[O:45])[OH:46])([CH2:47][C:48](=[O:49])[OH:50])[OH:51])=[O:52]>>[C:3](#[N:4])[c:5]1[cH:6][cH:7][c:8]([NH:11][C:12]([CH:13]([CH2:14][O:15][CH2:16][CH3:17])[O:18][c:21]2[c:22]3[c:23]([n:24][cH:25][n:26]2)[n:27](-[c:30]2[c:31]([C:36]([F:37])([F:38])[F:39])[cH:32][cH:33][cH:34][cH:35]2)[n:28][cH:29]3)=[O:19])[n:9][cH:10]1. Reactants: O=C1CCC(=O)N1Br, Cc1c(Cl)cc(Br)cc1Cl, O=C(OOC(=O)c1ccccc1)c1ccccc1, ClC(Cl)(Cl)Cl. Product: Clc1cc(Br)cc(Cl)c1CBr. RXN SMILES: [Br:11][N:12]1[C:13](=[O:14])[CH2:15][CH2:16][C:17]1=[O:18].[Br:1][c:2]1[cH:3][c:4]([Cl:10])[c:5]([CH3:9])[c:6]([Cl:8])[cH:7]1.[C:19]([O:20][O:21][C:22](=[O:23])[c:24]1[cH:25][cH:26][cH:27][cH:28][cH:29]1)(=[O:30])[c:31]1[cH:32][cH:33][cH:34][cH:35][cH:36]1.[Cl:37][C:38]([Cl:39])([Cl:40])[Cl:41]>>[Br:1][c:2]1[cH:3][c:4]([Cl:10])[c:5]([CH2:9][Br:11])[c:6]([Cl:8])[cH:7]1. Starting materials: CC(=O)[O-], CN(C)C=O, Cl, O=Cc1cn(-c2ccccc2)nc1-c1ccc([N+](=O)[O-])o1, NO, [Na+]. Yields the product O=[N+]([O-])c1ccc(-c2nn(-c3ccccc3)cc2C=NO)o1. As a reaction SMILES: [CH3:2][C:3](=[O:4])[O-:5].[CH3:30][N:31]([CH3:32])[CH:33]=[O:34].[ClH:6].[N+:9](=[O:10])([O-:11])[c:12]1[cH:13][cH:14][c:15](-[c:17]2[n:18][n:19](-[c:24]3[cH:25][cH:26][cH:27][cH:28][cH:29]3)[cH:20][c:21]2[CH:22]=[O:23])[o:16]1.[NH2:7][OH:8].[Na+:1]>>[N:7]([OH:8])=[CH:22][c:21]1[c:17](-[c:15]2[cH:14][cH:13][c:12]([N+:9](=[O:10])[O-:11])[o:16]2)[n:18][n:19](-[c:24]2[cH:25][cH:26][cH:27][cH:28][cH:29]2)[cH:20]1. Starting materials: COC=1C=CC(=C(C1)C=1C=C2C=C(C(=CC2=CC1)OC)OC)[N+](=O)[O-] (6-(5-Methoxy-2-nitrophenyl)-2,3-dimethoxynaphthalene). Reagents/catalysts: [Pd] (palladium on carbon). Run in C(C)(=O)OCC (ethyl acetate). Yields the product NC1=C(C=C(C=C1)OC)C=1C=C2C=C(C(=CC2=CC1)OC)OC (6-(2-Amino-5-methoxyphenyl)-2,3-dimethoxynaphthalene). Yield: 72.4%. RXN SMILES: [CH3:1][O:2][C:3]1[CH:4]=[CH:5][C:6]([N+:23]([O-])=O)=[C:7]([C:9]2[CH:10]=[C:11]3[C:16](=[CH:17][CH:18]=2)[CH:15]=[C:14]([O:19][CH3:20])[C:13]([O:21][CH3:22])=[CH:12]3)[CH:8]=1>C(OCC)(=O)C.[Pd]>[NH2:23][C:6]1[CH:5]=[CH:4][C:3]([O:2][CH3:1])=[CH:8][C:7]=1[C:9]1[CH:10]=[C:11]2[C:16](=[CH:17][CH:18]=1)[CH:15]=[C:14]([O:19][CH3:20])[C:13]([O:21][CH3:22])=[CH:12]2. Procedure: Crude 6-(5-methoxy-2-nitrophenyl)-2,3-dimethoxynaphthalene 30 (100 mg, approximately 90% pure) was hydrogenated overnight in ethyl acetate (40 mL) at 40˜45 lb./sq. in. using 10% palladium on carbon (30 mg) as catalyst. The reaction solution was passed through a Celite bed and the catalyst was washed with ethyl acetate (10 mL×3). Concentration in vacuo gave the crude product. The residue was chromatographed using a 50:50 mixture of hexanes:ethyl acetate to give 33 (66 mg); mp 158-160° C.; IR (KBr... Starting materials: [OH-].[K+] (potassium hydroxide), Cl (hydrochloric acid), C1=CC=C(C2=C1C1=C(CCCC2)C=CC=C1)C#N (5,6,7,8-tetrahydrodibenzo[a,c]cycloocten-4-carbonitrile), C1=CC=C(C2=C1C1=C(CCCC2)C=CC=C1)C(=O)N (5,6,7,8-tetrahydrodibenzo[a,c]cycloocten-4-carboxamide), C1=CC=C(C2=C1C1=C(CCCC2)C=CC=C1)C#N (5,6,7,8-tetrahydrodibenzo[a,c]cycloocten-4-carbonitrile), [Cl-].[Na+] (sodium chloride). Run in C(CO)O (ethylene glycol), C(Cl)Cl (methylene chloride), O (water), C(Cl)Cl (methylene chloride). Yields the product C1=CC=C(C2=C1C1=C(CCCC2)C=CC=C1)C(=O)O (5,6,7,8-tetrahydrodibenzo[a,c]cycloocten-4-carboxylic acid). Reaction SMILES: [OH-:1].[K+].[CH:3]1[C:8]2[C:9]3[CH:18]=[CH:17][CH:16]=[CH:15][C:10]=3[CH2:11][CH2:12][CH2:13][CH2:14][C:7]=2[C:6]([C:19](N)=[O:20])=[CH:5][CH:4]=1.C1C2C3C=CC=CC=3CCCCC=2C(C#N)=CC=1.Cl.[Cl-].[Na+]>C(Cl)Cl.O.C(O)CO>[CH:3]1[C:8]2[C:9]3[CH:18]=[CH:17][CH:16]=[CH:15][C:10]=3[CH2:11][CH2:12][CH2:13][CH2:14][C:7]=2[C:6]([C:19]([OH:20])=[O:1])=[CH:5][CH:4]=1 |f:0.1,5.6|. Procedure details: Under a dry nitrogen atmosphere a solution of the oil just described (3.0 g), potassium hydroxide (7.2 g, 0.128 mole), ethylene glycol (30 ml) and water (30 ml) was heated at reflux for 24 hours. The reaction mixture was cooled to room temperature and transferred to a separatory funnel. The reaction flask was washed successively with water (150 ml), diethyl ether (150 ml), 2 N hydrochloric acid (150 ml) and the washes added to the separatory funnel. Ice was added to the separatory funnel. The co... The reactants are COC1=CC=C(C=C1)[C@@H]1SC2=C(N(C([C@@H]1O)=O)CCN(C)C(=O)OCC1=CC=CC=C1)C=CC(=C2)C ((±)-cis-2-(4-methoxyphenyl)-3-hydroxy-5-[2-(N-benzyloxycarbonyl-N-methylamino)ethyl]-8-methyl-2,3-dihydro-1,5-benzothiazepin-4(5H)-one), C(C)(=O)OC(C)=O (acetic anhydride). Solvent: N1=CC=CC=C1 (pyridine). Run at temperature 100 celsius, time 2 hour. Product: COC1=CC=C(C=C1)[C@@H]1SC2=C(N(C([C@@H]1OC(C)=O)=O)CCN(C)C(=O)OCC1=CC=CC=C1)C=CC(=C2)C ((±)-cis-2-(4-methoxyphenyl)-3-acetoxy-5-[2-(N-benzyloxycarbonyl-N-methylamino)ethyl]-8-methyl-2,3-dihydro-1,5-benzothiazepin-4(5H)-one). Reaction SMILES: [CH3:1][O:2][C:3]1[CH:8]=[CH:7][C:6]([C@H:9]2[C@@H:15]([OH:16])[C:14](=[O:17])[N:13]([CH2:18][CH2:19][N:20]([C:22]([O:24][CH2:25][C:26]3[CH:31]=[CH:30][CH:29]=[CH:28][CH:27]=3)=[O:23])[CH3:21])[C:12]3[CH:32]=[CH:33][C:34]([CH3:36])=[CH:35][C:11]=3[S:10]2)=[CH:5][CH:4]=1.[C:37](OC(=O)C)(=[O:39])[CH3:38]>N1C=CC=CC=1>[CH3:1][O:2][C:3]1[CH:4]=[CH:5][C:6]([C@H:9]2[C@@H:15]([O:16][C:37](=[O:39])[CH3:38])[C:14](=[O:17])[N:13]([CH2:18][CH2:19][N:20]([C:22]([O:24][CH2:25][C:26]3[CH:27]=[CH:28][CH:29]=[CH:30][CH:31]=3)=[O:23])[CH3:21])[C:12]3[CH:32]=[CH:33][C:34]([CH3:36])=[CH:35][C:11]=3[S:10]2)=[CH:7][CH:8]=1. Procedure: A mixture of 2.49 g of (±)-cis-2-(4-methoxyphenyl)-3-hydroxy-5-[2-(N-benzyloxycarbonyl-N-methylamino)ethyl]-8-methyl-2,3-dihydro-1,5-benzothiazepin-4(5H)-one, 15 ml of acetic anhydride and 5 ml of pyridine is stirred at 100° C. for 2 hours. The mixture is evaporated under reduced pressure to remove acetic anhydride and pyridine. Toluene is added to the residue, and the mixture is evaporated under reduced pressure to remove solvent (This operation is repeated again). 3.08 g of (±)-cis-2-(4-methox... The reactants are C(CCC)[Li] (Butyl lithium), C(C)(C)(C)O (tert-butanol), C1CCOC1 (THF), C(C1=CC=CC=C1)OC(NC1=CC(=C(C=C1)Br)F)=O ((4-bromo-3-fluoro-phenyl)-carbamic acid benzyl ester), ice, R(−)-glycidyl butyrate. Reaction conditions: temperature -30 celsius, time 30 minute. Product: BrC1=C(C=C(C=C1)N1C(O[C@H](C1)CO)=O)F ((5R)3-(4-Bromo-3-Fluoro-phenyl)-5-hydroxymethyl oxazolidin-2-one). Reaction SMILES: C([Li])CCC.[C:6]([OH:10])(C)([CH3:8])[CH3:7].C([O:18][C:19](=O)[NH:20][C:21]1[CH:26]=[CH:25][C:24]([Br:27])=[C:23]([F:28])[CH:22]=1)C1C=CC=CC=1.C1C[O:33]CC1>>[Br:27][C:24]1[CH:25]=[CH:26][C:21]([N:20]2[CH2:7][C@H:6]([CH2:8][OH:33])[O:10][C:19]2=[O:18])=[CH:22][C:23]=1[F:28]. Procedure: Butyl lithium (2.3M in n-hexanes, 118.3 ml, 0.272 mol, 1.06 eq) was added at −30° C. to anhydrous tert-butanol (25.0 g, 0.53 mol, 2.07 eq) in anhydrous THF (170 ml), under nitrogen. The mixture was stirred for 30 min at −30° C., and was then allowed to warm slowly to 0° C. After 30 min at 0° C., the (4-bromo-3-fluoro-phenyl)-carbamic acid benzyl ester (83 g, 0.256 mol, 1 eq) was added portionwise, keeping the temperature cold, and the mixture was stirred for an additional 30 min at 0° C. To this...